From a dataset of the Open Reaction Database (ORD), a public repository of structured organic reaction records. describe an organic reaction: reactants, conditions, products, and yield Reactants: FC=1C=C(CNC(=O)NC=2SC=C(N2)CO)C=CC1 ((3-fluoro-benzyl)-3-(4-hydroxymethyl-thiazol-2-yl)-urea), TEA, resultant solution, [OH-].[Na+] (NaOH), NC=1SC=C(N1)COC(C)=O (acetic acid 2-amino-thiazol-4-ylmethyl ester), FC=1C=C(CN=C=O)C=CC1 (3-fluorobenzylisocyanate). Solvent: CO (MeOH), CCOC(=O)C (EtOAc), C1CCOC1 (THF). Conditions: temperature 60 celsius. Product: C(#N)C(C=1N=C(SC1)NC(=O)NCC1=CC(=CC=C1)F)NC (1-[4-(Cyano-methylamino-methyl)-thiazol-2-yl]-3-(3-fluoro-benzyl)-urea). RXN SMILES: [F:1][C:2]1[CH:3]=[C:4]([CH:17]=[CH:18][CH:19]=1)[CH2:5][NH:6][C:7]([NH:9][C:10]1[S:11][CH:12]=[C:13]([CH2:15]O)[N:14]=1)=[O:8].[NH2:20][C:21]1SC=C(COC(=O)C)N=1.FC1C=C(C=CC=1)[CH2:35][N:36]=C=O.[OH-].[Na+]>C1COCC1.CCOC(C)=O.CO>[C:21]([CH:15]([NH:36][CH3:35])[C:13]1[N:14]=[C:10]([NH:9][C:7]([NH:6][CH2:5][C:4]2[CH:17]=[CH:18][CH:19]=[C:2]([F:1])[CH:3]=2)=[O:8])[S:11][CH:12]=1)#[N:20] |f:3.4|. Reported procedure: Preparation of -(3-fluoro-benzyl)-3-(4-hydroxymethyl-thiazol-2-yl)-urea. To a solution of acetic acid 2-amino-thiazol-4-ylmethyl ester (6.89 g) in THF (50 mL) were 3-fluorobenzylisocyanate (5.50 g) and TEA (5.03 mL) added. The resultant solution was heated at 70° C. over 2 h. Then, MeOH (30 mL) and NaOH (6N, 15 mL) were added to the above solution. The reaction mixture was heated at 60° C. for 30 min After cooling down, the reaction mixture was diluted with EtOAc (150 mL) and was washed with wat... Reactants: N1=CC=CC2=C1OC1=C(CN2)C=CC=C1 (5,6-dihydropyrido[2,3-b][1,4]benzoxazepine), CC1=C(C(=O)NC2=NC=C(C=C2)C(=O)Cl)C=C(C=C1)F (2-[(2-methyl-5-fluorobenzoyl)amino]-5-pyridinylcarbonyl chloride), C(C)(C)N(C(C)C)CC (N,N-diisopropylethylamine). Solvent: ClCCl (dichloromethane). Product: N1=CC=CC2=C1OC1=C(CN2C(=O)C=2C=CC(=NC2)NC(C2=C(C=CC(=C2)F)C)=O)C=CC=C1 (N-[5-(Pyrido[2,3-b][1,4]benzoxazepin-5(6H)-ylcarbonyl)-2-pyridinyl]-5-fluoro-2-methylbenzamide). Reaction SMILES: [N:1]1[C:6]2[O:7][C:8]3[CH:15]=[CH:14][CH:13]=[CH:12][C:9]=3[CH2:10][NH:11][C:5]=2[CH:4]=[CH:3][CH:2]=1.[CH3:16][C:17]1[CH:34]=[CH:33][C:32]([F:35])=[CH:31][C:18]=1[C:19]([NH:21][C:22]1[CH:27]=[CH:26][C:25]([C:28](Cl)=[O:29])=[CH:24][N:23]=1)=[O:20].C(N(CC)C(C)C)(C)C>ClCCl>[N:1]1[C:6]2[O:7][C:8]3[CH:15]=[CH:14][CH:13]=[CH:12][C:9]=3[CH2:10][N:11]([C:28]([C:25]3[CH:26]=[CH:27][C:22]([NH:21][C:19](=[O:20])[C:18]4[CH:31]=[C:32]([F:35])[CH:33]=[CH:34][C:17]=4[CH3:16])=[N:23][CH:24]=3)=[O:29])[C:5]=2[CH:4]=[CH:3][CH:2]=1. Reported procedure: As described for Example 46, the reaction of 5,6-dihydropyrido[2,3-b][1,4]benzoxazepine (1 mmol) with 2-[(2-methyl-5-fluorobenzoyl)amino]-5-pyridinylcarbonyl chloride (1.0 mmol) in dichloromethane in the presence of N,N-diisopropylethylamine (3 mmol) gives the product as a glass.